Dataset: the Open Reaction Database (ORD), a public repository of structured organic reaction records. Task: describe an organic reaction: reactants, conditions, products, and yield The reactants are Cc1ccc2[nH]c3c(c2c1)CN(C)CC3, CCO, C=Cc1ccncc1, [Na]. Product: Cc1ccc2c(c1)c1c(n2CCc2ccncc2)CCN(C)C1. RXN SMILES: [CH3:1][N:2]1[CH2:3][c:4]2[c:5]([nH:6][c:7]3[cH:8][cH:9][c:10]([CH3:13])[cH:11][c:12]23)[CH2:14][CH2:15]1.[CH3:25][CH2:26][OH:27].[CH:16](=[CH2:17])[c:18]1[cH:19][cH:20][n:21][cH:22][cH:23]1.[Na:24]>>[CH3:1][N:2]1[CH2:3][c:4]2[c:5]([n:6]([CH2:17][CH2:16][c:18]3[cH:19][cH:20][n:21][cH:22][cH:23]3)[c:7]3[cH:8][cH:9][c:10]([CH3:13])[cH:11][c:12]23)[CH2:14][CH2:15]1.